This data is from the Open Reaction Database (ORD), a public repository of structured organic reaction records. The task is: describe an organic reaction: reactants, conditions, products, and yield Run at time 8 hour. The product is ClC=1C=CC(=C(C1)O)SC1=CC(=CC=C1)F (5-Chloro-2-(3-fluoro-phenylsulfanyl)-phenol), oil. Starting materials: ClC1=CC(=C(C=C1)SC1=CC(=CC=C1)F)OC (4-chloro-1-(3-fluoro-phenylsulfanyl)-2-methoxybenzene), B(Br)(Br)Br (BBr3). Yield: 77.0%. As a reaction SMILES: [Cl:1][C:2]1[CH:7]=[CH:6][C:5]([S:8][C:9]2[CH:14]=[CH:13][CH:12]=[C:11]([F:15])[CH:10]=2)=[C:4]([O:16]C)[CH:3]=1.B(Br)(Br)Br>C1(C)C=CC=CC=1>[Cl:1][C:2]1[CH:7]=[CH:6][C:5]([S:8][C:9]2[CH:14]=[CH:13][CH:12]=[C:11]([F:15])[CH:10]=2)=[C:4]([OH:16])[CH:3]=1. Solvent: C1(=CC=CC=C1)C (toluene). Procedure details: A solution of 4-chloro-1-(3-fluoro-phenylsulfanyl)-2-methoxybenzene (3.12 g, 11.6 mmol) in dry toluene (60 mL) was cooled to 0° C. Neat BBr3 (1.50 mL, 15.9 mmol) was added dropwise and the mixture was allowed to reach room temperature overnight. The mixture was quenched by the addition of H2O/ice (50 mL) and diethyl ether (50 mL). The aqueous layer was extracted with diethylether (2×50 mL). The combined organic layers were washed with brine, dried over Na2SO4 and adsorbed onto silica gel. After ... The reactants are S1C=NC2=NC=CC=C21 (thiazolo[4,5-b]pyridine), C1NCCC2=C1C1=C(S2)C=CC=C1 (1,2,3,4-tetrahydro-benzo[4,5]thieno[3,2-c]pyridine), C=O (formaldehyde), C(C)(=O)O (acetic acid), O1CCOCC1 (dioxane). Reaction conditions: temperature 50 celsius. Yields the product C(=O)O.S1C(=NC2=NC=CC=C21)OC2=CC=C1C(=CNC1=C2)CN2CC1=C(CC2)SC2=C1C=CC=C2 (2-[6-(Thiazolo[4,5-b]pyridin-2-yloxy)-1H-indol-3-ylmethyl]-1,2,3,4-tetrahydro-benzo[4,5]thieno[3,2-c]pyridine formate). The yield is 56.0%. As a reaction SMILES: [S:1]1[C:9]2[C:4](=[N:5][CH:6]=[CH:7][CH:8]=2)[N:3]=[CH:2]1.[CH2:10]1[C:15]2[C:16]3[CH:22]=[CH:21][CH:20]=[CH:19][C:17]=3[S:18][C:14]=2[CH2:13][CH2:12][NH:11]1.C=O.[C:25]([OH:28])(=[O:27])[CH3:26].[O:29]1[CH2:34][CH2:33]OCC1>>[CH:25]([OH:28])=[O:27].[S:1]1[C:9]2[C:4](=[N:5][CH:6]=[CH:7][CH:8]=2)[N:3]=[C:2]1[O:29][C:34]1[CH:33]=[C:4]2[C:9]([C:25]([CH2:26][N:11]3[CH2:12][CH2:13][C:14]4[S:18][C:17]5[CH:19]=[CH:20][CH:21]=[CH:22][C:16]=5[C:15]=4[CH2:10]3)=[CH:2][NH:3]2)=[CH:8][CH:7]=1 |f:5.6|. Procedure details: To a solution of thiazolo[4,5-b]pyridine (50 mg, 0.19 mmol) in dioxane (0.9 mL) was added 1,2,3,4-tetrahydro-benzo[4,5]thieno[3,2-c]pyridine (35 mg, 0.19 mmol), formaldehyde (35% wt in water, 14 μL, 15 mg, 0.19 mmol) and acetic acid (0.9 mL). The reaction mixture was heated (50° C., 16 h). The reaction mixture was cooled (rt) and concentrated in vacuo. The resulting residue was purified reverse phase HPLC to provide the title compound as a white solid (49 mg, 56%). MS (ESI): mass calcd. for C26H... Reactants: ClC=1C=C(OC2=C(C(=NN2C)C)C=O)C=CC1Cl (5-(3,4-dichlorophenoxy)-1,3-dimethyl-1H-pyrazole-4-carbaldehyde), CC(C)=CC (2-methyl-2-butene), Cl(=O)[O-].[Na+] (sodium chlorite), P(=O)(O)(O)[O-].[Na+] (sodium dihydrogenphosphate). Run in C(CCC)O (butyl alcohol), O (water), C(C)(=O)OCC (ethyl acetate). Run at time 12 hour. Yields the product ClC=1C=C(OC2=C(C(=NN2C)C)C(=O)O)C=CC1Cl (5-(3,4-dichlorophenoxy)-1,3-dimethyl-1H-pyrazole-4-carboxylic acid). Yield: 65.4%. Reaction SMILES: [Cl:1][C:2]1[CH:3]=[C:4]([CH:15]=[CH:16][C:17]=1[Cl:18])[O:5][C:6]1[N:10]([CH3:11])[N:9]=[C:8]([CH3:12])[C:7]=1[CH:13]=[O:14].CC(=CC)C.Cl([O-])=[O:25].[Na+].P([O-])(O)(O)=O.[Na+]>O.C(OCC)(=O)C.C(O)CCC>[Cl:1][C:2]1[CH:3]=[C:4]([CH:15]=[CH:16][C:17]=1[Cl:18])[O:5][C:6]1[N:10]([CH3:11])[N:9]=[C:8]([CH3:12])[C:7]=1[C:13]([OH:25])=[O:14] |f:2.3,4.5|. Procedure details: 5-(3,4-dichlorophenoxy)-1,3-dimethyl-1H-pyrazole-4-carbaldehyde from Step 1 (492 mg, 0.001726 mol) and 2-methyl-2-butene (300 μL, 0.002832 mol) were stirred in test-butyl alcohol (2.0 mL). A solution of sodium chlorite (400 mg, 0.003538 mol) and sodium dihydrogenphosphate (450 mg, 0.003751 mol) in water (3.0 mL) was added and reaction mixture was stirred for 12 hours at room temperature. Solvent was evaporated and resulting residue was dissolved in ethyl acetate. The organic layer was washed wit... The reactants are C(C)OC(=O)C=1C=NC2=C(C=CC=C2C1Cl)OC (4-Chloro-8-methoxy-quinoline-3-carboxylic acid ethyl ester), NCCCC (1-aminobutane). The product is C(C)OC(=O)C=1C=NC2=C(C=CC=C2C1NCCCC)OC (4-butylamino-8-methoxy-quinoline-3-carboxylic acid ethyl ester). As a reaction SMILES: [CH2:1]([O:3][C:4]([C:6]1[CH:7]=[N:8][C:9]2[C:14]([C:15]=1Cl)=[CH:13][CH:12]=[CH:11][C:10]=2[O:17][CH3:18])=[O:5])[CH3:2].[NH2:19][CH2:20][CH2:21][CH2:22][CH3:23]>>[CH2:1]([O:3][C:4]([C:6]1[CH:7]=[N:8][C:9]2[C:14]([C:15]=1[NH:19][CH2:20][CH2:21][CH2:22][CH3:23])=[CH:13][CH:12]=[CH:11][C:10]=2[O:17][CH3:18])=[O:5])[CH3:2]. Procedure: 4-Chloro-8-methoxy-quinoline-3-carboxylic acid ethyl ester (300 mg, 1.13 mmol) was treated with 1-aminobutane following general procedure B to afford 4-butylamino-8-methoxy-quinoline-3-carboxylic acid ethyl ester (295 mg). Thus obtained amino-ester was hydrolyzed to the corresponding acid in quantitative yield using general procedure D and then transformed into the corresponding ethylamide (220 mg) following general procedure E. Starting materials: C1COCCN1, CS(C)=O, Cn1cc(C(=O)O)c(=O)c2cc(Cl)c(Cl)cc21. The product is Cn1cc(C(=O)O)c(=O)c2cc(Cl)c(N3CCOCC3)cc21. Reaction SMILES: [CH2:18]1[CH2:19][O:20][CH2:21][CH2:22][NH:23]1.[CH3:24][S:25]([CH3:26])=[O:27].[Cl:1][c:2]1[cH:3][c:4]2[c:5](=[O:17])[c:6]([C:14](=[O:15])[OH:16])[cH:7][n:8]([CH3:13])[c:9]2[cH:10][c:11]1[Cl:12]>>[Cl:1][c:2]1[cH:3][c:4]2[c:5](=[O:17])[c:6]([C:14](=[O:15])[OH:16])[cH:7][n:8]([CH3:13])[c:9]2[cH:10][c:11]1[N:23]1[CH2:18][CH2:19][O:20][CH2:21][CH2:22]1. The reactants are [OH-].[Na+] (sodium hydroxide), C(C)(C)(C)OC(=O)NCC=1C=C(OC2=C(C=CC(=C2)Cl)N(C(CCC(=O)OCC)=O)CC2=C(C(=CC=C2)Cl)Cl)C=CC1 (ethyl N-[2-[3-(tert-butoxycarbonylaminomethyl)phenoxy]-4-chlorophenyl]-N-(2,3-dichlorobenzyl)succinamate), O1CCCC1 (tetrahydrofuran), Cl (hydrochloric acid), O (Water). The solvent is C(C)O (ethanol). Conditions: time 2 hour. Yields the product C(C)(C)(C)OC(=O)NCC=1C=C(OC2=C(C=CC(=C2)Cl)N(C(CCC(=O)O)=O)CC2=CC(=C(C=C2)Cl)Cl)C=CC1 (N-[2-[3-(tert-butoxycarbonylaminomethyl)phenoxy]-4-chlorophenyl]-N-(3,4-dichlorobenzyl) succinamic acid). The yield is 81.2%. RXN SMILES: [OH-:1].[Na+].[C:3]([O:7][C:8]([NH:10][CH2:11][C:12]1[CH:13]=[C:14]([CH:42]=[CH:43][CH:44]=1)[O:15][C:16]1[CH:21]=[C:20]([Cl:22])[CH:19]=[CH:18][C:17]=1[N:23]([CH2:33][C:34]1[CH:39]=[CH:38][CH:37]=[C:36]([Cl:40])[C:35]=1Cl)C(=O)CCC(OCC)=O)=[O:9])([CH3:6])([CH3:5])[CH3:4].[OH2:45].[ClH:46].[O:47]1[CH2:51][CH2:50][CH2:49][CH2:48]1>C(O)C>[C:3]([O:7][C:8]([NH:10][CH2:11][C:12]1[CH:13]=[C:14]([CH:42]=[CH:43][CH:44]=1)[O:15][C:16]1[CH:21]=[C:20]([Cl:22])[CH:19]=[CH:18][C:17]=1[N:23]([CH2:33][C:34]1[CH:39]=[CH:38][C:37]([Cl:46])=[C:36]([Cl:40])[CH:35]=1)[C:51](=[O:47])[CH2:50][CH2:49][C:48]([OH:45])=[O:1])=[O:9])([CH3:6])([CH3:4])[CH3:5] |f:0.1|. Reported procedure: Aqueous 1 N sodium hydroxide solution (10 ml, 10 mmols) was added to a solution of ethyl N-[2-[3-(tert-butoxycarbonylaminomethyl)phenoxy]-4-chlorophenyl]-N-(2,3-dichlorobenzyl)succinamate (3.18 g, 5 mmols) in tetrahydrofuran (10 ml) and ethanol (10 ml). The resulting mixture was stirred at room temperature for 2 hours. Water was added to the reaction mixture, which was acidified with 1 N hydrochloric acid added thereto, and then extracted with ethyl acetate. The extract was washed with water, an... RXN SMILES: [Cl:14][C:15](=[O:16])[O:17][CH2:18][c:19]1[cH:20][cH:21][cH:22][cH:23][cH:24]1.[Cl:25][CH2:26][Cl:27].[NH:1]1[CH2:2][CH:3]([NH:6][C:7]([O:8][C:9]([CH3:10])([CH3:11])[CH3:12])=[O:13])[CH2:4][CH2:5]1.[OH2:28]>>[N:1]1([C:15](=[O:16])[O:17][CH2:18][c:19]2[cH:20][cH:21][cH:22][cH:23][cH:24]2)[CH2:2][CH:3]([NH:6][C:7]([O:8][C:9]([CH3:10])([CH3:11])[CH3:12])=[O:13])[CH2:4][CH2:5]1. Product: CC(C)(C)OC(=O)NC1CCN(C(=O)OCc2ccccc2)C1. Starting materials: O=C(Cl)OCc1ccccc1, ClCCl, CC(C)(C)OC(=O)NC1CCNC1, O.